From a dataset of the Open Reaction Database (ORD), a public repository of structured organic reaction records. describe an organic reaction: reactants, conditions, products, and yield Product: FC(COC1=C(C=C(C=C1)C1=NC=2N(C(=C1)C(F)(F)F)N=CC2C2=CC(=NC(=C2)C)C)C(F)(F)F)(F)F (5-[4-(2,2,2-Trifluoroethoxy)-3-trifluoromethyl-phenyl]-3-(2,6-dimethyl-pyridin-4-yl)-7-trifluoromethyl-pyrazolo[1,5-a]pyrimidine). Starting materials: FC(COC1=C(C=C(C=C1)C(CC(C(F)(F)F)=O)=O)C(F)(F)F)(F)F (1-[4-(2,2,2-trifluoroethoxy)-3-trifluoromethyl-phenyl]-4,4,4-trifluoro-butane-1,3-dione), 4-(2,2,2-trifluoroethoxy)-3-trifluoromethyl-acetophenone, NC1=NNC=C1C1=CC(=NC(=C1)C)C (3-amino-4-(2,6-dimethyl-4-pyridinyl)-pyrazole). Yield: 61.8%. As a reaction SMILES: [F:1][C:2]([F:25])([F:24])[CH2:3][O:4][C:5]1[CH:10]=[CH:9][C:8]([C:11](=O)[CH2:12][C:13](=O)[C:14]([F:17])([F:16])[F:15])=[CH:7][C:6]=1[C:20]([F:23])([F:22])[F:21].[NH2:26][C:27]1[C:31]([C:32]2[CH:37]=[C:36]([CH3:38])[N:35]=[C:34]([CH3:39])[CH:33]=2)=[CH:30][NH:29][N:28]=1>>[F:1][C:2]([F:25])([F:24])[CH2:3][O:4][C:5]1[CH:10]=[CH:9][C:8]([C:11]2[CH:12]=[C:13]([C:14]([F:17])([F:16])[F:15])[N:28]3[N:29]=[CH:30][C:31]([C:32]4[CH:37]=[C:36]([CH3:38])[N:35]=[C:34]([CH3:39])[CH:33]=4)=[C:27]3[N:26]=2)=[CH:7][C:6]=1[C:20]([F:23])([F:22])[F:21]. Procedure details: Reaction of 1-[4-(2,2,2-trifluoroethoxy)-3-trifluoromethyl-phenyl]-4,4,4-trifluoro-butane-1,3-dione (191 mg, 0.5 mmol), prepared from 4-(2,2,2-trifluoroethoxy)-3-trifluoromethyl-acetophenone (synthesis: see part acetophenone derivatives) according to general procedure A, and 3-amino-4-(2,6-dimethyl-4-pyridinyl)-pyrazole [prepared from 4-cyanomethyl-2,6-dimethyl-pyridine, CAS No. 130138-46-4, see part synthesis of amino-pyrazole derivatives] (94 mg, 0.5 mmol) according to general procedure B yiel... The reactants are O=C(c1ncc[nH]1)c1ncc[nH]1, C1CCC2=NCCCN2CC1, C1CCOC1, NS(=O)(=O)C1CC1, COc1ccc2c(OC3CC4C(=O)NC5(C(=O)O)CC5C=CCCCCN(C)C(=O)N4C3)nc(Cl)cc2c1. Yields the product COc1ccc2c(OC3CC4C(=O)NC5(C(=O)NS(=O)(=O)C6CC6)CC5C=CCCCCN(C)C(=O)N4C3)nc(Cl)cc2c1. Reaction SMILES: [C:39]([c:40]1[nH:41][cH:42][cH:43][n:44]1)([c:45]1[nH:46][cH:47][cH:48][n:49]1)=[O:50].[CH2:58]1[CH2:59][CH2:60][C:61]2=[N:66][CH2:65][CH2:64][CH2:63][N:62]2[CH2:67][CH2:68]1.[CH2:69]1[O:70][CH2:71][CH2:72][CH2:73]1.[CH:51]1([S:54](=[O:55])(=[O:56])[NH2:57])[CH2:52][CH2:53]1.[Cl:1][c:2]1[n:3][c:4]([O:14][CH:15]2[CH2:16][N:17]3[C:18](=[O:38])[N:19]([CH3:37])[CH2:20][CH2:21][CH2:22][CH2:23][CH:24]=[CH:25][CH:26]4[CH2:27][C:28]4([C:34](=[O:35])[OH:36])[NH:29][C:30](=[O:33])[CH:31]3[CH2:32]2)[c:5]2[cH:6][cH:7][c:8]([O:12][CH3:13])[cH:9][c:10]2[cH:11]1>>[Cl:1][c:2]1[n:3][c:4]([O:14][CH:15]2[CH2:16][N:17]3[C:18](=[O:38])[N:19]([CH3:37])[CH2:20][CH2:21][CH2:22][CH2:23][CH:24]=[CH:25][CH:26]4[CH2:27][C:28]4([C:34](=[O:36])[NH:57][S:54]([CH:51]4[CH2:52][CH2:53]4)(=[O:55])=[O:56])[NH:29][C:30](=[O:33])[CH:31]3[CH2:32]2)[c:5]2[cH:6][cH:7][c:8]([O:12][CH3:13])[cH:9][c:10]2[cH:11]1. Reactants: [BH3-]C#N, CCOC(CCCNCc1ccc(C#N)cc1)OCC, C=O, CC(=O)O, CO, [Na+]. Yields the product CCOC(CCCN(C)Cc1ccc(C#N)cc1)OCC. Reaction SMILES: [C:21]([BH3-:22])#[N:23].[CH2:1]([CH3:2])[O:3][CH:4]([CH2:5][CH2:6][CH2:7][NH:8][CH2:9][c:10]1[cH:11][cH:12][c:13]([C:14]#[N:15])[cH:16][cH:17]1)[O:18][CH2:19][CH3:20].[CH2:25]=[O:26].[CH3:27][C:28](=[O:29])[OH:30].[CH3:31][OH:32].[Na+:24]>>[CH2:1]([CH3:2])[O:3][CH:4]([CH2:5][CH2:6][CH2:7][N:8]([CH2:9][c:10]1[cH:11][cH:12][c:13]([C:14]#[N:15])[cH:16][cH:17]1)[CH3:21])[O:18][CH2:19][CH3:20]. Starting materials: C1CCNCC1, COc1cc2c(=O)[nH]cnc2cc1OCCCCl, CCO. The product is COc1cc2c(=O)[nH]cnc2cc1OCCCN1CCCCC1. Reaction SMILES: [CH2:19]1[CH2:20][CH2:21][NH:22][CH2:23][CH2:24]1.[CH3:1][O:2][c:3]1[cH:4][c:5]2[c:6](=[O:18])[nH:7][cH:8][n:9][c:10]2[cH:11][c:12]1[O:13][CH2:14][CH2:15][CH2:16][Cl:17].[CH3:25][CH2:26][OH:27]>>[CH3:1][O:2][c:3]1[cH:4][c:5]2[c:6](=[O:18])[nH:7][cH:8][n:9][c:10]2[cH:11][c:12]1[O:13][CH2:14][CH2:15][CH2:16][N:22]1[CH2:21][CH2:20][CH2:19][CH2:24][CH2:23]1. The reactants are CN1C(=NC=2C1=NC=CC2)OC2=CC=C(C=C2)B2OC(C(O2)(C)C)(C)C (3-methyl-2-[4-(4,4,5,5-tetramethyl-1,3,2-dioxaborolan-2-yl)phenoxy]-3H-imidazo[4,5-b]pyridine), BrC1=NN(C=2C1=NC=CC2)C(C)C (3-bromo-1-(1-methylethyl)-1H-pyrazolo[4,3-b]pyridine), C(=O)([O-])[O-].[Na+].[Na+] (Na2CO3). The reagents and catalysts are C=1C=CC(=CC1)[P](C=2C=CC=CC2)(C=3C=CC=CC3)[Pd]([P](C=4C=CC=CC4)(C=5C=CC=CC5)C=6C=CC=CC6)([P](C=7C=CC=CC7)(C=8C=CC=CC8)C=9C=CC=CC9)[P](C=1C=CC=CC1)(C=1C=CC=CC1)C=1C=CC=CC1 (Pd(PPh3)4). The solvent is COCCOC (DME), O (water), O (water). Product: CC(C)N1N=C(C2=NC=CC=C21)C2=CC=C(C=C2)OC2=NC=1C(=NC=CC1)N2C (1-(1-Methylethyl)-3-{4-[(3-methyl-3H-imidazo[4,5-b]pyridin-2-yl)oxy]phenyl}-1H-pyrazolo[4,3-b]pyridine). The yield is 95.6%. Reaction SMILES: [CH3:1][N:2]1[C:6]2=[N:7][CH:8]=[CH:9][CH:10]=[C:5]2[N:4]=[C:3]1[O:11][C:12]1[CH:17]=[CH:16][C:15](B2OC(C)(C)C(C)(C)O2)=[CH:14][CH:13]=1.Br[C:28]1[C:32]2=[N:33][CH:34]=[CH:35][CH:36]=[C:31]2[N:30]([CH:37]([CH3:39])[CH3:38])[N:29]=1.C([O-])([O-])=O.[Na+].[Na+]>COCCOC.O.C1C=CC([P]([Pd]([P](C2C=CC=CC=2)(C2C=CC=CC=2)C2C=CC=CC=2)([P](C2C=CC=CC=2)(C2C=CC=CC=2)C2C=CC=CC=2)[P](C2C=CC=CC=2)(C2C=CC=CC=2)C2C=CC=CC=2)(C2C=CC=CC=2)C2C=CC=CC=2)=CC=1>[CH3:39][CH:37]([N:30]1[C:31]2[C:32](=[N:33][CH:34]=[CH:35][CH:36]=2)[C:28]([C:15]2[CH:14]=[CH:13][C:12]([O:11][C:3]3[N:2]([CH3:1])[C:6]4=[N:7][CH:8]=[CH:9][CH:10]=[C:5]4[N:4]=3)=[CH:17][CH:16]=2)=[N:29]1)[CH3:38] |f:2.3.4,^1:56,58,77,96|. Procedure: A mixture of 3-methyl-2-[4-(4,4,5,5-tetramethyl-1,3,2-dioxaborolan-2-yl)phenoxy]-3H-imidazo[4,5-b]pyridine (215 mg), 3-bromo-1-(1-methylethyl)-1H-pyrazolo[4,3-b]pyridine (147 mg), Pd(PPh3)4 (21 mg) and Na2CO3 (227 mg) in DME (5 mL) and water (1 mL) was refluxed overnight under Ar atmosphere. The reaction mixture was poured into water and extracted with AcOEt. The extract was washed with brine, dried over Na2SO4, and concentrated under reduced pressure. The residue was purified by silica gel colu... Starting materials: CC1CNC(Cc2ccccc2)CN1Cc1ccccc1, COC(=O)Cl, ClCCl, c1ccncc1. Product: COC(=O)N1CC(C)N(Cc2ccccc2)CC1Cc1ccccc1. As a reaction SMILES: [CH2:7]([c:8]1[cH:9][cH:10][cH:11][cH:12][cH:13]1)[N:14]1[CH:15]([CH3:27])[CH2:16][NH:17][CH:18]([CH2:20][c:21]2[cH:22][cH:23][cH:24][cH:25][cH:26]2)[CH2:19]1.[Cl:28][C:29](=[O:30])[O:31][CH3:32].[Cl:33][CH2:34][Cl:35].[cH:1]1[cH:2][cH:3][n:4][cH:5][cH:6]1>>[CH2:7]([c:8]1[cH:9][cH:10][cH:11][cH:12][cH:13]1)[N:14]1[CH:15]([CH3:27])[CH2:16][N:17]([C:29](=[O:30])[O:31][CH3:32])[CH:18]([CH2:20][c:21]2[cH:22][cH:23][cH:24][cH:25][cH:26]2)[CH2:19]1. Reactants: ClC(C(=O)N=C=O)(Cl)Cl (Trichloroacetylisocyanate), OCC=1CS[C@H]2N(C1C(=O)O)C([C@H]2NC(CC=2SC=CC2)=O)=O ((6R,7R)-3-hydroxymethyl-7-(2-thienylacetamido)ceph-3-em-4-carboxylic acid). Run in C(C)(=O)OCC (ethyl acetate), Petroleum ether. Run at time 40 minute. The product is S1C(=CC=C1)CC(=O)N[C@H]1[C@@H]2N(C(=C(CS2)COC(NC(C(Cl)(Cl)Cl)=O)=O)C(=O)O)C1=O ((6R,7R)-7-(2-Thienylacetamido)-3-(trichloroacetylcarbamoyloxymethyl)ceph-3-em-4-carboxylic Acid). As a reaction SMILES: [Cl:1][C:2]([Cl:9])([Cl:8])[C:3]([N:5]=[C:6]=[O:7])=[O:4].[OH:10][CH2:11][C:12]1[CH2:13][S:14][C@@H:15]2[C@H:22]([NH:23][C:24](=[O:31])[CH2:25][C:26]3[S:27][CH:28]=[CH:29][CH:30]=3)[C:21](=[O:32])[N:16]2[C:17]=1[C:18]([OH:20])=[O:19]>C(OCC)(=O)C>[S:27]1[CH:28]=[CH:29][CH:30]=[C:26]1[CH2:25][C:24]([NH:23][C@@H:22]1[C:21](=[O:32])[N:16]2[C:17]([C:18]([OH:20])=[O:19])=[C:12]([CH2:11][O:10][C:6](=[O:7])[NH:5][C:3](=[O:4])[C:2]([Cl:9])([Cl:8])[Cl:1])[CH2:13][S:14][C@H:15]12)=[O:31]. Reported procedure: Trichloroacetylisocyanate (4.3 ml) was added rapidly to a stirred suspension of (6R,7R)-3-hydroxymethyl-7-(2-thienylacetamido)ceph-3-em-4-carboxylic acid (10.62 g) at 6° in ethyl acetate (70 ml). The reaction mixture was stirred at 5° for 40 min. Petroleum ether was added dropwise during 15 min. The mixture was stirred for 30 min, filtered and the solid was washed with petroleum ether and dried to give the title compound as a solid (16.48 g), [α]D22 +73° (c 1.2 in Me2SO). Starting materials: Cl (hydrochloric acid), ClC1=CC=C(C=C1)C1=C(C(=NN1C1=C(C=C(C=C1)Cl)Cl)C(=O)NNC(=O)OC(C)(C)C)C (tert-Butyl 2-[[5-(4-chlorophenyl)-1-(2,4-dichlorophenyl)-4-methyl-1H-pyrazol-3-yl]carbonyl]hydrazinecarboxylate). Run in CO (MeOH). Reaction conditions: temperature 40 celsius. The product is ClC1=CC=C(C=C1)C1=C(C(=NN1C1=C(C=C(C=C1)Cl)Cl)C(=O)NN)C (5-(4-Chlorophenyl)-1-(2,4-dichlorophenyl)-4-methyl-1H-pyrazole-3-carbohydrazide). Isolated yield 82.7%. RXN SMILES: Cl.[Cl:2][C:3]1[CH:8]=[CH:7][C:6]([C:9]2[N:13]([C:14]3[CH:19]=[CH:18][C:17]([Cl:20])=[CH:16][C:15]=3[Cl:21])[N:12]=[C:11]([C:22]([NH:24][NH:25]C(OC(C)(C)C)=O)=[O:23])[C:10]=2[CH3:33])=[CH:5][CH:4]=1>CO>[Cl:2][C:3]1[CH:4]=[CH:5][C:6]([C:9]2[N:13]([C:14]3[CH:19]=[CH:18][C:17]([Cl:20])=[CH:16][C:15]=3[Cl:21])[N:12]=[C:11]([C:22]([NH:24][NH2:25])=[O:23])[C:10]=2[CH3:33])=[CH:7][CH:8]=1. Procedure: 20 ml of 2N ethereal hydrochloric acid are added to a solution of 6.2 g of the compound obtained in stage B in 100 ml of MeOH and then the mixture is heated at 40° C. for 3 hours. The reaction mixture is concentrated under vacuum, the residue is extracted with ether, the organic phase is washed twice with a 10% NaHCO3 solution and dried over MgSO4, and the solvent is evaporated under vacuum. The residue is taken up in pentane and the precipitate formed is filtered off. 4.09 g of the expected com... The reactants are CCOC(C)=O, CCO, CCCOc1ccc(C(=O)OC)cc1Cl, Cl, [Na+], [OH-]. Yields the product CCCOc1ccc(C(=O)O)cc1Cl. Reaction SMILES: [CH3:17][CH2:18][O:19][C:20]([CH3:21])=[O:22].[CH3:23][CH2:24][OH:25].[Cl:1][c:2]1[cH:3][c:4]([C:5](=[O:6])[O:7][CH3:8])[cH:9][cH:10][c:11]1[O:12][CH2:13][CH2:14][CH3:15].[ClH:16].[Na+:27].[OH-:26]>>[Cl:1][c:2]1[cH:3][c:4]([C:5](=[O:6])[OH:7])[cH:9][cH:10][c:11]1[O:12][CH2:13][CH2:14][CH3:15].